Dataset: the Open Reaction Database (ORD), a public repository of structured organic reaction records. Task: describe an organic reaction: reactants, conditions, products, and yield Reactants: 1,4-Benzodioxepin-3-cyclohexyl-2,5, CO (methanol), C1(=CC=CC=C1)CC(=O)O (phenylacetic acid). The reagents and catalysts are [Rh] (rhodium on alumina). Solvent: C(C)(=O)O (acetic acid). Run at time 8 hour. The product is C1(CCCCC1)CC(=O)O (2-cyclohexylacetic acid). The yield is 98.6%. RXN SMILES: CO.[C:3]1([CH2:9][C:10]([OH:12])=[O:11])[CH:8]=[CH:7][CH:6]=[CH:5][CH:4]=1>[Rh].C(O)(=O)C>[CH:3]1([CH2:9][C:10]([OH:12])=[O:11])[CH2:8][CH2:7][CH2:6][CH2:5][CH2:4]1. Reported procedure: 1,4-Benzodioxepin-3-cyclohexyl-2,5-dione. To a solution of 200 mL methanol were added 27.2 g phenylacetic acid, 2.5 mL acetic acid, and 7.5 g rhodium on alumina (5%, Engelhard 5864). The mixture was sealed in an autoclave, purged with nitrogen, and then filled with hydrogen gas. Hydrogenation was carried out at room temperature for 8 hours under 1400 psi. The reaction mixture was then removed from the autoclave and filtered. The filtrate was concentrated to give 28.0 g (98%) crude 2-cyclohexylac... Reactants: [H-].[Al+3].[Li+].[H-].[H-].[H-] (lithium aluminum hydride), O.O.O.O.O.O.O.O.O.O.S(=O)(=O)([O-])[O-].[Na+].[Na+] (sodium sulfate decahydrate), C1=C(C=CS1)C(=O)NC1=C2NC=NC2=NC=N1 (6-(3-thenoylamino)-purine), [H-] (hydride). Solvent: O1CCCC1 (tetrahydrofuran), O1CCCC1 (tetrahydrofuran). Run at time 3 hour. Product: S1C=C(C=C1)CNC1=C2NC=NC2=NC=N1 (6-(3-Thienylmethylamino)-purine). Isolated yield 25.0%. RXN SMILES: [CH:1]1[S:5][CH:4]=[CH:3][C:2]=1[C:6]([NH:8][C:9]1[N:17]=[CH:16][N:15]=[C:14]2[C:10]=1[NH:11][CH:12]=[N:13]2)=O.[H-].[Al+3].[Li+].[H-].[H-].[H-].[H-].O.O.O.O.O.O.O.O.O.O.S([O-])([O-])(=O)=O.[Na+].[Na+]>O1CCCC1>[S:5]1[CH:4]=[CH:3][C:2]([CH2:6][NH:8][C:9]2[N:17]=[CH:16][N:15]=[C:14]3[C:10]=2[NH:11][CH:12]=[N:13]3)=[CH:1]1 |f:1.2.3.4.5.6,8.9.10.11.12.13.14.15.16.17.18.19.20|. Reported procedure: A suspension of 20 g (0.082 mole) of 6-(3-thenoylamino)-purine in 1 l of absolute tetrahydrofuran is added dropwise to a stirred suspension of 6.5 g (0.17 mole) of lithium aluminum hydride in 350 ml of absolute tetrahydrofuran at 80° C. After 3 hours, the excess hydride is decomposed with sodium sulfate decahydrate, the residue is filtered off, the filtrate is brought to dryness and the resulting oily crystal slurry is crystallized several times from tetrahydrofuran. 6-(3-Thienylmethylamino)-pur...